This data is from the Open Reaction Database (ORD), a public repository of structured organic reaction records. The task is: describe an organic reaction: reactants, conditions, products, and yield The reactants are Girard reagent T, C(C)(C)(C)OC(=O)C1=C(CS[C@H]2N1C(C2N)=O)C(CCC(=O)OC(C)(C)C)SC2=NN=NN2 (7-amino-3-[1-(2-t-butoxycarbonylethyl)tetrazol-5-ylthiomethyl]-3-cephem 4-carboxylic acid t-butyl ester), [Pb](=O)=O (lead dioxide), C(C)(C)(C)C=1C=C(C=O)C=C(C1O)C(C)(C)C (3,5-di-t-butyl-4-hydroxybenzaldehyde), C1=CC=CC=C1 (benzene). Solvent: ClCCCl (1,2-dichloroethane), CO (methanol). Conditions: time 3 hour. Product: C(C)(C)(C)OC(=O)C1=C(CS[C@H]2N1C([C@@]2(OC)N)=O)C(CCC(=O)OC(C)(C)C)SC2=NN=NN2 (7β-amino-7α-methoxy-3-[1-(2-t-butoxycarbonylethyl)tetrazol-5-ylthiomethyl]-3-cephem-4-carboxylic acid t-butyl ester). As a reaction SMILES: [C:1]([O:5][C:6]([C:8]1[N:13]2[C:14](=[O:17])[CH:15]([NH2:16])[C@H:12]2[S:11][CH2:10][C:9]=1[CH:18]([S:28][C:29]1[NH:33][N:32]=[N:31][N:30]=1)[CH2:19][CH2:20][C:21]([O:23][C:24]([CH3:27])([CH3:26])[CH3:25])=[O:22])=[O:7])([CH3:4])([CH3:3])[CH3:2].C(C1C=C(C=C(C(C)(C)C)C=1O)[CH:41]=[O:42])(C)(C)C.C1C=CC=CC=1.[Pb](=O)=O>CO.ClCCCl>[C:1]([O:5][C:6]([C:8]1[N:13]2[C:14](=[O:17])[C@:15]([NH2:16])([O:42][CH3:41])[C@H:12]2[S:11][CH2:10][C:9]=1[CH:18]([S:28][C:29]1[NH:33][N:32]=[N:31][N:30]=1)[CH2:19][CH2:20][C:21]([O:23][C:24]([CH3:25])([CH3:26])[CH3:27])=[O:22])=[O:7])([CH3:2])([CH3:3])[CH3:4]. Procedure details: A solution of 1.19 g. (2.4 mmol.) of 7-amino-3-[1-(2-t-butoxycarbonylethyl)tetrazol-5-ylthiomethyl]-3-cephem 4-carboxylic acid t-butyl ester and 0.56 g. (2.4 mmol.) of 3,5-di-t-butyl-4-hydroxybenzaldehyde in 100 ml. of dry benzene was refluxed for 4 hours under a Dean-Stark trap. The solution was evaporated under reduced pressure to leave a residue which was dissolved in 100 ml. of 1,2-dichloroethane and cooled to ca. 5° in an ice bath. Three grams of freshly prepared lead dioxide was added in p... Starting materials: CCOC(=O)C(CC)C(=O)OCC, C[Si](C)(C)[N-][Si](C)(C)C, O=[N+]([O-])c1cccnc1Cl, [Na+], C1CCOC1. Yields the product CCOC(=O)C(CC)(C(=O)OCC)c1ncccc1[N+](=O)[O-]. As a reaction SMILES: [CH2:1]([CH3:2])[CH:3]([C:4](=[O:5])[O:6][CH2:7][CH3:8])[C:9](=[O:10])[O:11][CH2:12][CH3:13].[CH3:14][Si:15]([N-:16][Si:17]([CH3:18])([CH3:19])[CH3:20])([CH3:21])[CH3:22].[Cl:24][c:25]1[n:26][cH:27][cH:28][cH:29][c:30]1[N+:31](=[O:32])[O-:33].[Na+:23].[O:34]1[CH2:35][CH2:36][CH2:37][CH2:38]1>>[CH2:1]([CH3:2])[C:3]([C:4](=[O:5])[O:6][CH2:7][CH3:8])([C:9](=[O:10])[O:11][CH2:12][CH3:13])[c:25]1[n:26][cH:27][cH:28][cH:29][c:30]1[N+:31](=[O:32])[O-:33].